This data is from the Open Reaction Database (ORD), a public repository of structured organic reaction records. The task is: describe an organic reaction: reactants, conditions, products, and yield Reactants: COc1cc2nccc(Oc3ccc(C)nc3C(O)c3cccc(C)n3)c2cc1OC, CO, ClCCl. Reaction SMILES: [CH3:1][O:2][c:3]1[cH:4][c:5]2[c:6]([O:15][c:16]3[c:17]([CH:23]([OH:24])[c:25]4[n:26][c:27]([CH3:31])[cH:28][cH:29][cH:30]4)[n:18][c:19]([CH3:22])[cH:20][cH:21]3)[cH:7][cH:8][n:9][c:10]2[cH:11][c:12]1[O:13][CH3:14].[CH3:35][OH:36].[Cl:32][CH2:33][Cl:34]>>[CH3:1][O:2][c:3]1[cH:4][c:5]2[c:6]([O:15][c:16]3[c:17]([C:23](=[O:24])[c:25]4[n:26][c:27]([CH3:31])[cH:28][cH:29][cH:30]4)[n:18][c:19]([CH3:22])[cH:20][cH:21]3)[cH:7][cH:8][n:9][c:10]2[cH:11][c:12]1[O:13][CH3:14]. Product: COc1cc2nccc(Oc3ccc(C)nc3C(=O)c3cccc(C)n3)c2cc1OC. Reactants: CCCCCC (hexane), C1(CC1)NC=C(C#N)C(C1=C(C(=C(C(=C1)F)F)F)F)=O (3-cyclopropylamino-2-(2,3,4,5-tetrafluorobenzoyl)acrylonitrile), [H-].[Na+] (sodium hydride). Run in O1CCOCC1 (dioxane), O1CCOCC1 (dioxane). Run at time 6 hour. The product is C1(CC1)N1C=C(C(C2=CC(=C(C(=C12)F)F)F)=O)C#N (1-cyclopropyl-3-cyano-1,4-dihydro-4-oxo-6,7,8-trifluoroquinoline). The yield is 91.4%. RXN SMILES: [CH:1]1([NH:4][CH:5]=[C:6]([C:9](=[O:20])[C:10]2[CH:15]=[C:14]([F:16])[C:13]([F:17])=[C:12]([F:18])[C:11]=2F)[C:7]#[N:8])[CH2:3][CH2:2]1.[H-].[Na+].CCCCCC>O1CCOCC1>[CH:1]1([N:4]2[C:15]3[C:10](=[CH:11][C:12]([F:18])=[C:13]([F:17])[C:14]=3[F:16])[C:9](=[O:20])[C:6]([C:7]#[N:8])=[CH:5]2)[CH2:3][CH2:2]1 |f:1.2|. Procedure: A solution of 3-cyclopropylamino-2-(2,3,4,5-tetrafluorobenzoyl)acrylonitrile (12.0 g) in dioxane (60 ml) is added dropwise to a suspension of sodium hydride (1.9 g, in oil, 55-65 w/w%) in dioxane (40 ml) while maitainig the internal temperature between 16° C. and 18° C. on an ice bath. The mixture is stirred for 6 hours with heating while keeping the internal temperature around 45° C. The reaction mixture is poured into hexane (300 ml), and the resulting precipitate is filtered and washed with h... The reactants are BrC1=CC(=C(C=C1)O)N1CCOCC1 (4-bromo-2-morpholino phenol), C(C1=CC=CC=C1)Cl (benzyl chloride), C([O-])([O-])=O.[K+].[K+] (potassium carbonate), CC(=O)C (acetone). Solvent: O (water). Yields the product Cl.C(C1=CC=CC=C1)OC1=C(C=C(C=C1)Br)N1CCOCC1 (4-benzyloxy-3-morpholinobromobenzene hydrochloride). Reaction SMILES: [Br:1][C:2]1[CH:7]=[CH:6][C:5]([OH:8])=[C:4]([N:9]2[CH2:14][CH2:13][O:12][CH2:11][CH2:10]2)[CH:3]=1.[CH2:15]([Cl:22])[C:16]1[CH:21]=[CH:20][CH:19]=[CH:18][CH:17]=1.C(=O)([O-])[O-].[K+].[K+].CC(C)=O>O>[ClH:22].[CH2:15]([O:8][C:5]1[CH:6]=[CH:7][C:2]([Br:1])=[CH:3][C:4]=1[N:9]1[CH2:14][CH2:13][O:12][CH2:11][CH2:10]1)[C:16]1[CH:21]=[CH:20][CH:19]=[CH:18][CH:17]=1 |f:2.3.4,7.8|. Reported procedure: A well stirred mixture of 4-bromo-2-morpholino phenol (4.44g, 0.017 mole), benzyl chloride (2.3 ml, 0.02 mole), potassium carbonate (4.75g, 0.034 mole), and dry acetone (60 ml) was heated under reflux for 7 hours. The mixture was diluted with water, extracted with ether and the combined extracts washed with dilute sodium hydroxide solution and with water. Extraction of the ethereal solution with concentrated hydrochloric acid and evaporation of these extracts under reduced pressure gave 4-benzyl... The reactants are ClC1=CC=C(CC=2C(=C(SC2C2=NN=CN2)C2=CC(=NC=C2)NC(C)=O)C#N)C=C1 (N-{4-[4-(4-chlorobenzyl)-3-cyano-5-(4H-1,2,4-triazol-3-yl)-2-thienyl]pyridin-2-yl}acetamide), [OH-].[Na+] (sodium hydroxide). Run in O1CCCC1 (tetrahydrofuran). Run at time 48 hour. Yields the product NC1=NC=CC(=C1)C=1SC(=C(C1C#N)CC1=CC=C(C=C1)Cl)C1=NN=CN1 (2-(2-Aminopyridin-4-yl)-4-(4-chlorobenzyl)-5-(4H-1,2,4-triazol-3-yl)thiophene-3-carbonitrile). The yield is 38.7%. RXN SMILES: [Cl:1][C:2]1[CH:30]=[CH:29][C:5]([CH2:6][C:7]2[C:8]([C:27]#[N:28])=[C:9]([C:17]3[CH:22]=[CH:21][N:20]=[C:19]([NH:23]C(=O)C)[CH:18]=3)[S:10][C:11]=2[C:12]2[NH:16][CH:15]=[N:14][N:13]=2)=[CH:4][CH:3]=1.[OH-].[Na+]>O1CCCC1>[NH2:23][C:19]1[CH:18]=[C:17]([C:9]2[S:10][C:11]([C:12]3[NH:16][CH:15]=[N:14][N:13]=3)=[C:7]([CH2:6][C:5]3[CH:4]=[CH:3][C:2]([Cl:1])=[CH:30][CH:29]=3)[C:8]=2[C:27]#[N:28])[CH:22]=[CH:21][N:20]=1 |f:1.2|. Reported procedure: To a solution of N-{4-[4-(4-chlorobenzyl)-3-cyano-5-(4H-1,2,4-triazol-3-yl)-2-thienyl]pyridin-2-yl}acetamide (0.020 g, 0.046 mmol) in tetrahydrofuran (5.0 mL) was added sodium hydroxide (1.0M solution in water, 2.0 mL, 2.0 mmol). The solution was stirred at room temperature for 48 hours. The mixture was extracted with ethyl acetate three times, and the combined organic extracts were then dried over anhydrous sodium sulfate, filtered and concentrated in vacuo. Column chromatography was performed ... Reactants: C1=CC(=NC=C1C2CC3CCC2N3)Cl (epibatidine), C(C)(C)N(CC)C(C)C (diisopropyl ethylamine), Cl (hydrogen chloride). The solvent is CCOCC (ether), C(C)#N (acetonitrile). Reaction conditions: time 48 hour. Product: C1CC2C(CC1N2)C3=CN=C(C=C3)Cl.Cl.Cl (epibatidine dihydrochloride). Yield: 36.0%. As a reaction SMILES: [CH:1]1[C:6]([CH:7]2[CH:12]3[NH:13][CH:9]([CH2:10][CH2:11]3)[CH2:8]2)=[CH:5][N:4]=[C:3]([Cl:14])[CH:2]=1.C(N(C(C)C)CC)(C)C.[ClH:24]>C(#N)C.CCOCC>[CH2:10]1[CH:9]2[NH:13][CH:12]([CH:7]([C:6]3[CH:1]=[CH:2][C:3]([Cl:14])=[N:4][CH:5]=3)[CH2:8]2)[CH2:11]1.[ClH:24].[ClH:14] |f:5.6.7|. Procedure details: Racemic-epibatidine 19 (42 mg, 0.2 mmol) was mixed with 77 mg (0.7 mmol) freshly prepared ethyl formamidinate hydrochloride and 129 mg (1.0 mmol) diisopropyl ethylamine in 1 ml acetonitrile. After stirring at room temperature for 48 hours, the mixture was acidified with 1.0M hydrogen chloride in ether. After evaporation in vacuo, the residue was separated on silica gel preparative thin layer chromatography, using a solvent system of 25% methanol in chloroform, to give 25 mg of the compound 45 as... Reactants: CC(C(=O)O)C1=CC=2CC3=CC=CC=C3C2C=C1 (α-methylfluorene-2-acetic acid), [N+](=O)(O)[O-] (nitric acid). Run in C(C)(=O)O (acetic acid). Yields the product [N+](=O)([O-])C1=CC=C2C=3C=CC(=CC3CC2=C1)C(C(=O)O)C (7-Nitro-α-methylfluorene-2-acetic acid). RXN SMILES: [CH3:1][CH:2]([C:6]1[CH:18]=[CH:17][C:16]2[C:15]3[C:10](=[CH:11][CH:12]=[CH:13][CH:14]=3)[CH2:9][C:8]=2[CH:7]=1)[C:3]([OH:5])=[O:4].[N+:19]([O-])([OH:21])=[O:20]>C(O)(=O)C>[N+:19]([C:12]1[CH:11]=[C:10]2[C:15]([C:16]3[CH:17]=[CH:18][C:6]([CH:2]([CH3:1])[C:3]([OH:5])=[O:4])=[CH:7][C:8]=3[CH2:9]2)=[CH:14][CH:13]=1)([O-:21])=[O:20]. Procedure details: A suspension of α-methylfluorene-2-acetic acid (11.9 g) in acetic acid (10 ml) is stirred and heated to 60°, and then treated dropwise with concentrated nitric acid (12.7 ml) over a 0.5 hour period. The temperature is kept at 80° by cooling. After the addition is completed, the mixture is heated at 80° for 15 minutes then cooled. The crystalline material is collected by filtration to give 7.5 g, mp 206°-209° of the titled product. The analytical sample is prepared by recrystallization from aceti... Reactants: ( 5 ), NC(CNC1=CC=C(C=C1)C=1CCC(NN1)=O)(C)C (6-[4-(2-amino-2-methylpropylamino)-phenyl]-4,5-dihydro-3(2H)-pyridazinone), C(#N)C1=C(OCC2CO2)C=CC=C1 (1-(2-cyanophenoxy)-2,3-epoxypropane), ( 3 ). The solvent is C(C)(C)O (isopropanol). Reaction conditions: time 24 hour. Product: C(#N)C1=C(OCC(CNC(CNC2=CC=C(C=C2)C=2CCC(NN2)=O)(C)C)O)C=CC=C1 (6-[4-[2-[3-(2-cyanophenoxy)-2-hydroxypropylamino]-2-methylpropyl-amino]phenyl]-4,5-dihydro-3(2H)-pyridazinone). The yield is 78.6%. RXN SMILES: [NH2:1][C:2]([CH3:19])([CH3:18])[CH2:3][NH:4][C:5]1[CH:10]=[CH:9][C:8]([C:11]2[CH2:12][CH2:13][C:14](=[O:17])[NH:15][N:16]=2)=[CH:7][CH:6]=1.[C:20]([C:22]1[CH:32]=[CH:31][CH:30]=[CH:29][C:23]=1[O:24][CH2:25][CH:26]1[O:28][CH2:27]1)#[N:21]>C(O)(C)C>[C:20]([C:22]1[CH:32]=[CH:31][CH:30]=[CH:29][C:23]=1[O:24][CH2:25][CH:26]([OH:28])[CH2:27][NH:1][C:2]([CH3:19])([CH3:18])[CH2:3][NH:4][C:5]1[CH:6]=[CH:7][C:8]([C:11]2[CH2:12][CH2:13][C:14](=[O:17])[NH:15][N:16]=2)=[CH:9][CH:10]=1)#[N:21]. Reported procedure: 2.6 g of 6-[4-(2-amino-2-methylpropylamino)-phenyl]-4,5-dihydro-3(2H)-pyridazinone and 1.5 g of 1-(2-cyanophenoxy)-2,3-epoxypropane obtained in Example 1, (3) were dissolved in 20 ml of isopropanol, and heated with stirring for 24 hours. The solution was then worked up in the same way as in Example 1, (5). Recrystallization from dichloromethane-ether gave 2.93 g of 6-[4-[2-[3-(2-cyanophenoxy)-2-hydroxypropylamino]-2-methylpropyl-amino]phenyl]-4,5-dihydro-3(2H)-pyridazinone. The reactants are FC1=CC=C(\C=N\C2=C3COC(C3=CC=C2)=O)C=C1 ((E)-4-(4-fluorobenzylideneamino)isobenzofuran-1(3H)-one), CN1C(=NC=C1)C=O (1-methyl-1H-imidazole-2-carbaldehyde), sodium ethanoxide, C(C)O (ethanol). The solvent is C(CC)(=O)OCC (ethyl propionate). Reaction conditions: temperature 0 celsius, time 2 hour. Product: FC1=CC=C(C=C1)C1NC=2C=CC=C(C2C(C1C=1N(C=CN1)C)=O)C(=O)OCC (ethyl 2-(4-fluorophenyl)-3-(1-methyl-1H-imidazol-2-yl)-4-oxo-1,2,3,4-tetrahydroquinoline-5-carboxylate). The yield is 5.3%. RXN SMILES: [F:1][C:2]1[CH:19]=[CH:18][C:5](/[CH:6]=[N:7]/[C:8]2[CH:16]=[CH:15][CH:14]=[C:13]3[C:9]=2[CH2:10][O:11][C:12]3=[O:17])=[CH:4][CH:3]=1.[CH3:20][N:21]1[CH:25]=[CH:24][N:23]=[C:22]1[CH:26]=O.[CH2:28]([OH:30])[CH3:29]>C(OCC)(=O)CC>[F:1][C:2]1[CH:3]=[CH:4][C:5]([CH:6]2[CH:26]([C:22]3[N:21]([CH3:20])[CH:25]=[CH:24][N:23]=3)[C:28](=[O:30])[C:29]3[C:13]([C:12]([O:11][CH2:10][CH3:9])=[O:17])=[CH:14][CH:15]=[CH:16][C:8]=3[NH:7]2)=[CH:18][CH:19]=1. Procedure details: To a stirred mixture of 4-fluorobenzaldehyde (3 g, 20.4 mmol) and anhydrous sodium sulfate (29 g, 20.4 mmol) in anhydrous dichloromethane (200 mL) was added 4-aminoisobenzofuran-1(3H)-one (3.04 g, 24.5 mmol) at 0° C. After the addition, the mixture was stirred at room temperature for 6 days. The mixture was filtered and the cake was washed with dichloromethane (50 mL×3). The filtrate was concentrated to give crude product. The crude product was washed with petroleum ether to give (E)-4-(4-fluoro... Isolated yield 40.8%. As a reaction SMILES: [CH3:1][C:2](C)([O-])C.[K+].[CH3:7][S:8][C:9]1[N:10]([NH:21][C:22]2[CH:27]=[CH:26][CH:25]=[CH:24][CH:23]=2)[C:11](=[O:20])[CH:12]([C:14]2[CH:19]=[CH:18][CH:17]=[CH:16][CH:15]=2)[N:13]=1.C(I)C>O1CCCC1.C(OCC)(=O)C>[CH2:1]([C:12]1([C:14]2[CH:15]=[CH:16][CH:17]=[CH:18][CH:19]=2)[C:11](=[O:20])[N:10]([NH:21][C:22]2[CH:27]=[CH:26][CH:25]=[CH:24][CH:23]=2)[C:9]([S:8][CH3:7])=[N:13]1)[CH3:2] |f:0.1|. The reactants are C(C)I (ethyl iodide), CC(C)([O-])C.[K+] (potassium tert-butoxide), CSC=1N(C(C(N1)C1=CC=CC=C1)=O)NC1=CC=CC=C1 (2-methylthio-4-phenyl-1-phenylamino-2-imidazolin-5-one), CSC=1N(C(C(N1)C1=CC=CC=C1)=O)NC1=CC=CC=C1 (2-methylthio-4-phenyl-1-phenylamino-2-imidazolin-5-one). Product: C(C)C1(N=C(N(C1=O)NC1=CC=CC=C1)SC)C1=CC=CC=C1 (4-ethyl-2-methylthio-4-phenyl-1-phenylamino-2-imidazolin-5-one). Procedure: 0.55 g of potassium tert-butoxide is added to a solution of 1.5 g (5.05 mmol) of 2-methylthio-4-phenyl-1-phenylamino-2-imidazolin-5-one (Compound 5) in 50 ml of anhydrous tetrahydrofuran. The mixture is left to react for 30 minutes at room temperature and then 0.8 g (5.05 mmol) of ethyl iodide is added. The mixture is left to react for 1 hour at room temperature. The mixture is diluted with 150 ml of ethyl acetate. The solution is washed with water and then concentrated under reduced pressure. T... The solvent is O1CCCC1 (tetrahydrofuran), C(C)(=O)OCC (ethyl acetate).